Dataset: the Open Reaction Database (ORD), a public repository of structured organic reaction records. Task: describe an organic reaction: reactants, conditions, products, and yield Reactants: ClC1=C(C=NC2=CC(=C(C=C12)[N+](=O)[O-])N1CCC(CC1)N1CCCC1)C#N (4-chloro-6-nitro-7-(4-pyrrolidin-1-ylpiperidin-1-yl)quinoline-3-carbonitrile), ClC=1C=C(N)C=CC1SC=1N(C=CN1)C (3-chloro-4-[(1-methyl-1H-imidazole-2-yl)sulfanyl]aniline), Cl.N1=CC=CC=C1 (pyridine hydrochloride), saturated solution, C([O-])(O)=O.[Na+] (sodium bicarbonate). Solvent: C(C)OCCO (2-ethoxyethanol). Run at temperature 105 celsius. Yields the product ClC=1C=C(C=CC1SC=1N(C=CN1)C)NC1=C(C=NC2=CC(=C(C=C12)[N+](=O)[O-])N1CCC(CC1)N1CCCC1)C#N (4-({3-chloro-4-[(1-methyl-1H-imidazole-2-yl)thio]phenyl}amino)-6-nitro-7-(4-pyrrolidin-1-ylpiperidin-1-yl)quinoline-3-carbonitrile). Isolated yield 60.9%. RXN SMILES: Cl[C:2]1[C:11]2[C:6](=[CH:7][C:8]([N:15]3[CH2:20][CH2:19][CH:18]([N:21]4[CH2:25][CH2:24][CH2:23][CH2:22]4)[CH2:17][CH2:16]3)=[C:9]([N+:12]([O-:14])=[O:13])[CH:10]=2)[N:5]=[CH:4][C:3]=1[C:26]#[N:27].[Cl:28][C:29]1[CH:30]=[C:31]([CH:33]=[CH:34][C:35]=1[S:36][C:37]1[N:38]([CH3:42])[CH:39]=[CH:40][N:41]=1)[NH2:32].Cl.N1C=CC=CC=1.C(=O)(O)[O-].[Na+]>C(OCCO)C>[Cl:28][C:29]1[CH:30]=[C:31]([NH:32][C:2]2[C:11]3[C:6](=[CH:7][C:8]([N:15]4[CH2:20][CH2:19][CH:18]([N:21]5[CH2:22][CH2:23][CH2:24][CH2:25]5)[CH2:17][CH2:16]4)=[C:9]([N+:12]([O-:14])=[O:13])[CH:10]=3)[N:5]=[CH:4][C:3]=2[C:26]#[N:27])[CH:33]=[CH:34][C:35]=1[S:36][C:37]1[N:38]([CH3:42])[CH:39]=[CH:40][N:41]=1 |f:2.3,4.5|. Procedure: A mixture of 0.5 g (1.45 mmol) of 4-chloro-6-nitro-7-(4-pyrrolidin-1-ylpiperidin-1-yl)quinoline-3-carbonitrile, 0.38 g (1.6 mmol) of 3-chloro-4-[(1-methyl-1H-imidazole-2-yl)sulfanyl]aniline and 0.17 g of pyridine hydrochloride in 7.0 mL of 2-ethoxyethanol is heated at 105° C. for 1 hour. After cooling to room temperature, the mixture is stirred with 15 mL of saturated solution of sodium bicarbonate. The resulting solid is collected by filtration and washed with water. Some of the product dissolv... Starting materials: ClC=1C=C(C=CC1)C1(C2=CC=CC=C2C=2C=CC=CC12)O (9-(3-chlorophenyl)-9H-fluoren-9-ol), COC([C@@H](NC(=O)OCC1C2=CC=CC=C2C=2C=CC=CC12)[C@H](O)C)=O (Nα -(9-fluorenylmethoxycarbonyl)-L-threonine methyl ester). Product: ClC=1C=C(C=CC1)C1(C2=CC=CC=C2C=2C=CC=CC12)O[C@@H]([C@H](N)C(=O)O)C (O-[9-(3-Chlorophenyl)-9H-fluoren-9-yl]-L-threonine). Reaction SMILES: [Cl:1][C:2]1[CH:3]=[C:4]([C:8]2([OH:21])[C:20]3[CH:19]=[CH:18][CH:17]=[CH:16][C:15]=3[C:14]3[C:9]2=[CH:10][CH:11]=[CH:12][CH:13]=3)[CH:5]=[CH:6][CH:7]=1.C[O:23][C:24](=[O:47])[C@H:25]([C@@H:44]([CH3:46])O)[NH:26]C(OCC1C2C=CC=CC=2C2C1=CC=CC=2)=O>>[Cl:1][C:2]1[CH:3]=[C:4]([C:8]2([O:21][C@H:44]([CH3:46])[C@@H:25]([C:24]([OH:47])=[O:23])[NH2:26])[C:9]3[CH:10]=[CH:11][CH:12]=[CH:13][C:14]=3[C:15]3[C:20]2=[CH:19][CH:18]=[CH:17][CH:16]=3)[CH:5]=[CH:6][CH:7]=1. Reported procedure: from 9-(3-chlorophenyl)-9H-fluoren-9-ol (Example 3e) and Nα -(9-fluorenylmethoxycarbonyl)-L-threonine methyl ester; Starting materials: FC1=C(C=CC=C1)C(O)C=1C(=NC=NC1)SC ((2-fluorophenyl) (4-methylthio-5-pyrimidinyl)methanol), S(=O)(Cl)Cl (thionyl chloride). Run in ClCCl (dichloromethane). Reaction conditions: time 1 hour. Product: ClC(C=1C(=NC=NC1)SC)C1=C(C=CC=C1)F (5-(Chloro(2-fluorophenyl)methyl)-4-methylthiopyrimidine). Reaction SMILES: [F:1][C:2]1[CH:7]=[CH:6][CH:5]=[CH:4][C:3]=1[CH:8]([C:10]1[C:11]([S:16][CH3:17])=[N:12][CH:13]=[N:14][CH:15]=1)O.S(Cl)([Cl:20])=O>ClCCl>[Cl:20][CH:8]([C:3]1[CH:4]=[CH:5][CH:6]=[CH:7][C:2]=1[F:1])[C:10]1[C:11]([S:16][CH3:17])=[N:12][CH:13]=[N:14][CH:15]=1. Reported procedure: To a slurry of 9.5 g (38 mmol) of (2-fluorophenyl) (4-methylthio-5-pyrimidinyl)methanol in 50 mL of dichloromethane was added slowly with stirring 10 g (84 mmol) of thionyl chloride. The resulting solution was stirred 1 hr. and then was concentrated by evaporation under reduced pressure. The resulting amber oil was diluted with 5 mL of dichloromethane and then 100 mL of hexane. The light tan solid that formed was collected by filtration and dried under reduced pressure to obtain 10.1 g (99 perce... Starting materials: C(C1=CC=CC=C1)OC1=CC=C2C(=N1)NC=N2 (5-(benzyloxy)-3H-imidazo[4,5-b]pyridine), FC1=C(C=CC=C1C(F)(F)F)B(O)O (2-fluoro-3-(trifluoromethyl)phenylboronic acid). Yields the product FC1=C(C=CC=C1C(F)(F)F)N1C=NC=2C1=NC(=CC2)O (3-(2-Fluoro-3-(trifluoromethyl)phenyl)-3H-imidazo[4,5-b]pyridin-5-ol). As a reaction SMILES: C([O:8][C:9]1[N:14]=[C:13]2[NH:15][CH:16]=[N:17][C:12]2=[CH:11][CH:10]=1)C1C=CC=CC=1.[F:18][C:19]1[C:24]([C:25]([F:28])([F:27])[F:26])=[CH:23][CH:22]=[CH:21][C:20]=1B(O)O>>[F:18][C:19]1[C:24]([C:25]([F:26])([F:27])[F:28])=[CH:23][CH:22]=[CH:21][C:20]=1[N:15]1[C:13]2=[N:14][C:9]([OH:8])=[CH:10][CH:11]=[C:12]2[N:17]=[CH:16]1. Procedure details: From 5-(benzyloxy)-3H-imidazo[4,5-b]pyridine and 2-fluoro-3-(trifluoromethyl)phenylboronic acid, prepared in a similar manner as the one described in Example 1.26, the title compound was obtained. LCMS m/z=298.1 [M+H]+. The reactants are C(C)OC(C(CC(=O)C1=NC=CC(=C1)SC)=O)=O (4-(4-methylthio-2-pyridyl)-2,4-dioxobutanoic acid ethyl ester), N(N)C=1C=CC(=NC1)OC (5-hydrazino-2-methoxypyridine). Product: C(C)OC(=O)C1=NN(C(=C1)C1=NC=CC(=C1)SC)C=1C=NC(=CC1)OC (1-(6-Methoxy-3-pyridyl)-5-(4-methylthio-2-pyridyl)pyrazole-3-carboxylic acid ethyl ester). Isolated yield 16.3%. As a reaction SMILES: [CH2:1]([O:3][C:4](=[O:18])[C:5](=O)[CH2:6][C:7]([C:9]1[CH:14]=[C:13]([S:15][CH3:16])[CH:12]=[CH:11][N:10]=1)=O)[CH3:2].[NH:19]([C:21]1[CH:22]=[CH:23][C:24]([O:27][CH3:28])=[N:25][CH:26]=1)[NH2:20]>>[CH2:1]([O:3][C:4]([C:5]1[CH:6]=[C:7]([C:9]2[CH:14]=[C:13]([S:15][CH3:16])[CH:12]=[CH:11][N:10]=2)[N:19]([C:21]2[CH:26]=[N:25][C:24]([O:27][CH3:28])=[CH:23][CH:22]=2)[N:20]=1)=[O:18])[CH3:2]. Reported procedure: The general procedure of Referential Example 3-2) was repeated through use of 4-(4-methylthio-2-pyridyl)-2,4-dioxobutanoic acid ethyl ester (1.62 g) and the 5-hydrazino-2-methoxypyridine (0.843 g) prepared in Referential Example 2, to thereby give the title compound as a solid (0.366 g, 16%). Reactants: FC1=C(C=CC=C1)COC1=CC=C(C=C1)[C@H]1CC[C@H](N1)C(=O)OC (Methyl (5R)-5-(4-{[(2-fluorophenyl)methyl]oxy}phenyl)-L-prolinate), C(C)(C)N(CC)C(C)C (diisopropylethyl amine), ClC(=O)OCC1=CC=CC=C1 (benzyl chloroformate). Solvent: C(Cl)Cl (DCM). Conditions: time 1 hour. Yields the product FC1=C(C=CC=C1)COC1=CC=C(C=C1)[C@H]1CC[C@H](N1C(=O)OCC1=CC=CC=C1)C(=O)OC (2-Methyl 1-(phenylmethyl) (2S,5R)-5-(4-{[(2-fluorophenyl)methyl]oxy}phenyl)-1,2-pyrrolidinedicarboxylate). The yield is 96.5%. RXN SMILES: [F:1][C:2]1[CH:7]=[CH:6][CH:5]=[CH:4][C:3]=1[CH2:8][O:9][C:10]1[CH:15]=[CH:14][C:13]([C@@H:16]2[NH:20][C@H:19]([C:21]([O:23][CH3:24])=[O:22])[CH2:18][CH2:17]2)=[CH:12][CH:11]=1.C(N(C(C)C)CC)(C)C.Cl[C:35]([O:37][CH2:38][C:39]1[CH:44]=[CH:43][CH:42]=[CH:41][CH:40]=1)=[O:36]>C(Cl)Cl>[F:1][C:2]1[CH:7]=[CH:6][CH:5]=[CH:4][C:3]=1[CH2:8][O:9][C:10]1[CH:15]=[CH:14][C:13]([C@@H:16]2[N:20]([C:35]([O:37][CH2:38][C:39]3[CH:44]=[CH:43][CH:42]=[CH:41][CH:40]=3)=[O:36])[C@H:19]([C:21]([O:23][CH3:24])=[O:22])[CH2:18][CH2:17]2)=[CH:12][CH:11]=1. Procedure details: To a solution of methyl (5R)-5-(4-{[(2-fluorophenyl)methyl]oxy}phenyl)-L-prolinate (D33, 2.5 g, 7.6 mmol), and diisopropylethyl amine (2 ml, 11.4 mmol) in dry DCM (25 ml) at 0° C. was added dropwise benzyl chloroformate (1.3 ml, 9.1 mmol) and the mixture was stirred for 1 h from 0° C. to r.t. The mixture was washed with a 20% solution of citric acid and after with brine. The organic layer was dried (Na2SO4), filtered and evaporated. The residue was purified by chromatography on silica gel using ... The reactants are CC=1NC(=C(C(C1C(=O)OC(C)(C)C)C1=CC=CC=C1)C(=O)OC(C)(C)C)C (di-t-butyl 2,6-dimethyl-4-phenyl-1,4-dihydropyridine-3,5-dicarboxylate), N1=CC=CC=C1 (pyridine), pyridinium bromide perbromide. Run in C(Cl)(Cl)Cl (chloroform), C(C)(=O)OCC (ethyl acetate). Reaction conditions: temperature 0 celsius, time 30 minute. The product is CC1=C(C(C2=C(N1)COC2=O)C2=CC=CC=C2)C(=O)OC(C)(C)C (t-butyl 2-methyl-4 -phenyl-5-oxo-1,4,5,7-tetrahydrofuro[3,4-b]pyridine-3-carboxylate). The yield is 29.5%. RXN SMILES: C1C=C[NH+]=CC=1.Br[Br-]Br.[CH3:10][C:11]1[NH:12][C:13]([CH3:37])=[C:14]([C:30]([O:32]C(C)(C)C)=[O:31])[CH:15]([C:24]2[CH:29]=[CH:28][CH:27]=[CH:26][CH:25]=2)[C:16]=1[C:17]([O:19][C:20]([CH3:23])([CH3:22])[CH3:21])=[O:18].N1C=CC=CC=1>C(Cl)(Cl)Cl.C(OCC)(=O)C>[CH3:10][C:11]1[NH:12][C:13]2[CH2:37][O:32][C:30](=[O:31])[C:14]=2[CH:15]([C:24]2[CH:29]=[CH:28][CH:27]=[CH:26][CH:25]=2)[C:16]=1[C:17]([O:19][C:20]([CH3:22])([CH3:23])[CH3:21])=[O:18] |f:0.1|. Procedure details: In a manner similar to that previously described, 1.14 gram of 80 percent pyridinium bromide perbromide (2.85 millimoles) was added to a cooled to 0° C. solution of 1.00 gram (2.59 millimoles) of di-t-butyl 2,6-dimethyl-4-phenyl-1,4-dihydropyridine-3,5-dicarboxylate and 0.81 milliliter of pyridine in 20 milliliters of dry chloroform. The resulting mixture was stirred for 30 minutes at 0° C. and then heated at reflux for 90 minutes. Thereafter, the mixture was cooled to room temperature, diluted ... Starting materials: COC(=O)CCNC(=O)C1CCCN1C(=O)OC(C)(C)C, CO, N. Product: CC(C)(C)OC(=O)N1CCCC1C(=O)NCCC(N)=O. As a reaction SMILES: [CH3:1][O:2][C:3]([CH2:4][CH2:5][NH:6][C:7]([CH:8]1[N:9]([C:13](=[O:14])[O:15][C:16]([CH3:17])([CH3:18])[CH3:19])[CH2:10][CH2:11][CH2:12]1)=[O:20])=[O:21].[CH3:23][OH:24].[NH3:22]>>[O:2]=[C:3]([CH2:4][CH2:5][NH:6][C:7]([CH:8]1[N:9]([C:13](=[O:14])[O:15][C:16]([CH3:17])([CH3:18])[CH3:19])[CH2:10][CH2:11][CH2:12]1)=[O:20])[NH2:22]. The reactants are COC(=O)C(Cc1ccc(O)cc1)NC(=O)OC(C)(C)C, Cc1nccc(B(O)O)c1C, CC(=O)[O-], ClCCl. The product is COC(=O)C(Cc1ccc(Oc2ccnc(C)c2C)cc1)NC(=O)OC(C)(C)C. As a reaction SMILES: [CH3:1][O:2][C:3]([CH:4]([CH2:5][c:6]1[cH:7][cH:8][c:9]([OH:12])[cH:10][cH:11]1)[NH:13][C:14](=[O:15])[O:16][C:17]([CH3:18])([CH3:19])[CH3:20])=[O:21].[CH3:22][c:23]1[n:24][cH:25][cH:26][c:27]([B:30]([OH:31])[OH:32])[c:28]1[CH3:29].[CH3:33][C:34](=[O:35])[O-:36].[Cl:37][CH2:38][Cl:39]>>[CH3:1][O:2][C:3]([CH:4]([CH2:5][c:6]1[cH:7][cH:8][c:9]([O:12][c:27]2[cH:26][cH:25][n:24][c:23]([CH3:22])[c:28]2[CH3:29])[cH:10][cH:11]1)[NH:13][C:14](=[O:15])[O:16][C:17]([CH3:18])([CH3:19])[CH3:20])=[O:21]. The reactants are C(C)OC(C=1N=CNC1C(=O)OC)OCC (methyl 4-(diethoxymethyl)-1H-imidazole-5-carboxylate), C(C)(=O)O (acetic acid). RXN SMILES: [CH2:1]([O:3][CH:4]([O:14]CC)[C:5]1[N:6]=[CH:7][NH:8][C:9]=1[C:10](OC)=[O:11])C.C(O)(=O)C>O>[CH:10]([C:9]1[N:8]=[CH:7][NH:6][C:5]=1[C:4]([O:3][CH3:1])=[O:14])=[O:11]. Run at time 6 hour. The product is C(=O)C=1N=CNC1C(=O)OC (methyl 4-formyl-1H-imidazole-5-carboxylate). Reported procedure: To a solution of Intermediate 1B (5.65 g, 24.75 mmol) in water (12 mL) was added acetic acid (49 mL, 0.86 mol). The resulting mixture was stirred under nitrogen for 6 hours. The reaction mixture was azeotroped with toluene and dried under vacuum to give the desired aldehyde, Intermediate 1C in quantitative yield as a white solid, which was used in the next step without further purification. Solvent: O (water).